Dataset: the Open Reaction Database (ORD), a public repository of structured organic reaction records. Task: describe an organic reaction: reactants, conditions, products, and yield Reactants: COC(C1=CC(=C(C=C1)NCCO)N)=O (3-Amino-4-(2-hydroxy-ethylamino)-benzoic acid methyl ester), C(=O)O (formic acid), C(=O)O (formic acid). Run at temperature 45 celsius, time 1 hour. The product is COC(=O)C1=CC2=C(N(C=N2)CCO)C=C1 (1-(2-hydroxy-ethyl)-1H-benzoimidazole-5-carboxylic acid methyl ester). Yield: 78.0%. Reaction SMILES: [CH3:1][O:2][C:3](=[O:15])[C:4]1[CH:9]=[CH:8][C:7]([NH:10][CH2:11][CH2:12][OH:13])=[C:6]([NH2:14])[CH:5]=1.[CH:16](O)=O>>[CH3:1][O:2][C:3]([C:4]1[CH:9]=[CH:8][C:7]2[N:10]([CH2:11][CH2:12][OH:13])[CH:16]=[N:14][C:6]=2[CH:5]=1)=[O:15]. Reported procedure: 3-Amino-4-(2-hydroxy-ethylamino)-benzoic acid methyl ester (2.6 g, 12.0 mmol) was dissolved in formic acid (20 mL). The solution was heated at 45° C. for 1 h. After checking the completion of reaction by TLC, formic acid was evaporated at <40° C. under reduced pressure and the resulting solid was recrystallized from EtOAc. The above solid was dissolved in 3N HCl, stirred at ambient temperature for 1 h, basified back with saturated sodium bicarbonate solution and extracted with EtOAc. The organic...